Dataset: the Open Reaction Database (ORD), a public repository of structured organic reaction records. Task: describe an organic reaction: reactants, conditions, products, and yield Reactants: CCOC(=O)Cn1ccc2ccc(O)cc21, CCCCP(CCCC)CCCC, Cn1nc(-c2ccc(OC(F)(F)F)cc2)cc1CO. The product is CCOC(=O)Cn1ccc2ccc(OCc3cc(-c4ccc(OC(F)(F)F)cc4)nn3C)cc21. RXN SMILES: [CH2:1]([CH3:2])[O:3][C:4]([CH2:5][n:6]1[cH:7][cH:8][c:9]2[cH:10][cH:11][c:12]([OH:15])[cH:13][c:14]12)=[O:16].[CH2:36]([P:37]([CH2:38][CH2:39][CH2:40][CH3:41])[CH2:42][CH2:43][CH2:44][CH3:45])[CH2:46][CH2:47][CH3:48].[CH3:17][n:18]1[n:19][c:20](-[c:25]2[cH:26][cH:27][c:28]([O:31][C:32]([F:33])([F:34])[F:35])[cH:29][cH:30]2)[cH:21][c:22]1[CH2:23][OH:24]>>[CH2:1]([CH3:2])[O:3][C:4]([CH2:5][n:6]1[cH:7][cH:8][c:9]2[cH:10][cH:11][c:12]([O:15][CH2:23][c:22]3[n:18]([CH3:17])[n:19][c:20](-[c:25]4[cH:26][cH:27][c:28]([O:31][C:32]([F:33])([F:34])[F:35])[cH:29][cH:30]4)[cH:21]3)[cH:13][c:14]12)=[O:16]. The yield is 83.2%. Reaction conditions: time 8 hour. Yields the product C(C)OC(=O)C=1C=C(C=CC1)C=1C(=CC=CC1)C1=C(C=CC(=C1)Cl)OCCC1=CC=CC=C1 (5-Chloro-2-phenethyloxy-[1,1′;2′,1″]terphenyl-3″-carboxylic acid ethyl ester). The reactants are C(C)OC(=O)C=1C=C(C=CC1)C=1C(=CC=CC1)C1=C(C=CC(=C1)Cl)O (5-chloro-2-hydroxy-[1,1′;2′,1″]terphenyl-3″-carboxylic acid ethyl ester), C(CC1=CC=CC=C1)O (phenethyl alcohol), C1(=CC=CC=C1)P(C1=CC=CC=C1)C1=CC=CC=C1 (triphenyl phosphine), N(=NC(=O)OC(C)C)C(=O)OC(C)C (diisopropyl azodicarboxylate). Reaction SMILES: [CH2:1]([O:3][C:4]([C:6]1[CH:7]=[C:8]([C:12]2[C:13]([C:18]3[CH:23]=[C:22]([Cl:24])[CH:21]=[CH:20][C:19]=3[OH:25])=[CH:14][CH:15]=[CH:16][CH:17]=2)[CH:9]=[CH:10][CH:11]=1)=[O:5])[CH3:2].[CH2:26](O)[CH2:27][C:28]1[CH:33]=[CH:32][CH:31]=[CH:30][CH:29]=1.C1(P(C2C=CC=CC=2)C2C=CC=CC=2)C=CC=CC=1.N(C(OC(C)C)=O)=NC(OC(C)C)=O>C1COCC1.O>[CH2:1]([O:3][C:4]([C:6]1[CH:7]=[C:8]([C:12]2[C:13]([C:18]3[CH:23]=[C:22]([Cl:24])[CH:21]=[CH:20][C:19]=3[O:25][CH2:26][CH2:27][C:28]3[CH:33]=[CH:32][CH:31]=[CH:30][CH:29]=3)=[CH:14][CH:15]=[CH:16][CH:17]=2)[CH:9]=[CH:10][CH:11]=1)=[O:5])[CH3:2]. Procedure details: A mixture of 5-chloro-2-hydroxy-[1,1′;2′,1″]terphenyl-3″-carboxylic acid ethyl ester (100 mg, 0.28 mmol), phenethyl alcohol (31 mg, 0.25 mmol), triphenyl phosphine (74 mg, 0.28 mmol), diisopropyl azodicarboxylate (57 mg, 0.28 mmol) in THF (6 ml) was stirred at room temperature overnight. The mixture was then poured into water and extracted with ether, the organic layers were dried over MgSO4 and evaporated. The residue was chromatographed through an SPE column using iso-hexane to yield the title... Solvent: C1CCOC1 (THF), O (water). Reported procedure: 2,3-Dibromofuran (5.00 g) was dissolved in anhydrous diethyl ether (200 mL) and cooled to −70° C., under an atmosphere of nitrogen. n-Butyllithium (2.5M solution in hexanes, 10.2 mL) was added and the resultant mixture was stirred at −70° C. for 50 minutes. A solution of anhydrous N,N-dimethylacetamide (2.3 mL) in diethyl ether (20 mL) was added and the mixture was warmed to −10° C. The solution was re-cooled to −70° C. and n-butyllithium (2.5M solution in hexanes, 11 mL) was added and the resul... Yields the product C(C)(=O)C=1OC=CC1B(O)O (2-acetyl-furan-3-boronic acid). Reactants: BrC=1OC=CC1Br (2,3-Dibromofuran), C(C)OCC (diethyl ether), C(CCC)[Li] (n-butyllithium), resultant mixture, C(C)OCC (diethyl ether), Cl (hydrochloric acid), C(CCC)[Li] (n-Butyllithium), resultant mixture, B(OC(C)C)(OC(C)C)OC(C)C (Tri-isopropyl borate). The solvent is CN(C(C)=O)C (N,N-dimethylacetamide). RXN SMILES: Br[C:2]1[O:3][CH:4]=[CH:5][C:6]=1Br.C([Li])CCC.[B:13](OC(C)C)([O:18]C(C)C)[O:14]C(C)C.Cl.[CH2:27]([O:29]CC)[CH3:28]>CN(C)C(=O)C>[C:27]([C:2]1[O:3][CH:4]=[CH:5][C:6]=1[B:13]([OH:18])[OH:14])(=[O:29])[CH3:28]. Reaction conditions: temperature -70 celsius. Reactants: CC1=CC=C(C(C2=CC=C(C=C2)C)O)C=C1 (4,4'-dimethylbenzhydrol), C(C)(C)NS(=O)(=O)C=1NC2=CC=CC=C2C1 (N-isopropylindole-2-sulfonamide). Yields the product C(C)(C)NS(=O)(=O)C=1NC2=CC=CC=C2C1C(C1=CC=C(C=C1)C)C1=CC=C(C=C1)C (N-Isopropyl-3-[bis(4-methylphenyl)methyl]indole-2-sulfonamide). Yield: 74.6%. RXN SMILES: [CH3:1][C:2]1[CH:16]=[CH:15][C:5]([CH:6](O)[C:7]2[CH:12]=[CH:11][C:10]([CH3:13])=[CH:9][CH:8]=2)=[CH:4][CH:3]=1.[CH:17]([NH:20][S:21]([C:24]1[NH:25][C:26]2[C:31]([CH:32]=1)=[CH:30][CH:29]=[CH:28][CH:27]=2)(=[O:23])=[O:22])([CH3:19])[CH3:18]>>[CH:17]([NH:20][S:21]([C:24]1[NH:25][C:26]2[C:31]([C:32]=1[CH:6]([C:7]1[CH:12]=[CH:11][C:10]([CH3:13])=[CH:9][CH:8]=1)[C:5]1[CH:15]=[CH:16][C:2]([CH3:1])=[CH:3][CH:4]=1)=[CH:30][CH:29]=[CH:28][CH:27]=2)(=[O:23])=[O:22])([CH3:19])[CH3:18]. Reported procedure: Substantially the same procedure as in Example 266 was repeated using 4,4'-dimethylbenzhydrol (0.96 g, 4.50 mmol) and N-isopropylindole-2-sulfonamide (1.00 g, 4.46 mmol) to give 1.44 g (yield: 75%) of the title compound. Reactants: CCO, CCOC(=O)c1ccc2c(c1)C(C)(C)CC(c1ccccc1NC(=O)c1ccccc1F)N2, [Li+], [Na+], [OH-], [OH-], O, O. Product: CC1(C)CC(c2ccccc2NC(=O)c2ccccc2F)Nc2ccc(C(=O)O)cc21. As a reaction SMILES: [CH3:39][CH2:40][OH:41].[F:1][c:2]1[c:3]([C:4](=[O:5])[NH:6][c:7]2[c:8]([CH:13]3[NH:14][c:15]4[cH:16][cH:17][c:18]([C:25](=[O:26])[O:27][CH2:28][CH3:29])[cH:19][c:20]4[C:21]([CH3:23])([CH3:24])[CH2:22]3)[cH:9][cH:10][cH:11][cH:12]2)[cH:30][cH:31][cH:32][cH:33]1.[Li+:36].[Na+:38].[OH-:35].[OH-:37].[OH2:34].[OH2:42]>>[F:1][c:2]1[c:3]([C:4](=[O:5])[NH:6][c:7]2[c:8]([CH:13]3[NH:14][c:15]4[cH:16][cH:17][c:18]([C:25](=[O:26])[OH:27])[cH:19][c:20]4[C:21]([CH3:23])([CH3:24])[CH2:22]3)[cH:9][cH:10][cH:11][cH:12]2)[cH:30][cH:31][cH:32][cH:33]1. Reactants: C(C1=CC=CC=C1)[C@@H]1N(C(OC1)=O)C(CC)=O (4-(S)-benzyl-3-propionyl-oxazolidin-2-one), BrC=1C=C(C=O)C=CC1 (3-bromobenzaldehyde). The product is C(C1=CC=CC=C1)[C@@H]1N(C(OC1)=O)C([C@@H]([C@@H](O)C1=CC(=CC=C1)Br)C)=O (4-(S)-Benzyl-3-[(2R,3R)-3-(3-bromo-phenyl)-3-hydroxy-2-methyl-propionyl]-oxazolidin-2-one). The yield is 76.0%. As a reaction SMILES: [CH2:1]([C@H:8]1[CH2:12][O:11][C:10](=[O:13])[N:9]1[C:14](=[O:17])[CH2:15][CH3:16])[C:2]1[CH:7]=[CH:6][CH:5]=[CH:4][CH:3]=1.[Br:18][C:19]1[CH:20]=[C:21]([CH:24]=[CH:25][CH:26]=1)[CH:22]=[O:23]>>[CH2:1]([C@H:8]1[CH2:12][O:11][C:10](=[O:13])[N:9]1[C:14](=[O:17])[C@H:15]([CH3:16])[C@H:22]([C:21]1[CH:24]=[CH:25][CH:26]=[C:19]([Br:18])[CH:20]=1)[OH:23])[C:2]1[CH:3]=[CH:4][CH:5]=[CH:6][CH:7]=1. Procedure details: The title compound (2.73 g, 76%) was prepared from 4-(S)-benzyl-3-propionyl-oxazolidin-2-one and 3-bromobenzaldehyde as in Example 55, Part B. 1H NMR (400 MHz, CDCl3): 7.59-7.56 (m, 1H), 7.42-7.38 (m, 1H), 7.37-7.28 (m, 4H), 7.25-7.18 (m, 3H), 5.11 (app t, J=2.8, 1H), 4.73-4.64 (m, 1H), 4.22-4.16 (m, 2H), 4.02 (dq, J=7.0, 3.3, 1H), 3.27 (d, J=2.6, 1H), 3.25 (dd, J=13.4, 3.4, 1H), 2.80 (dd, J=13.4, 9.4, 1H), 1.18 (d, J=7.0, 3H). Starting materials: C1(=CC=CC=C1)CCC1=NC=2C=CC=C3C(CCN1C23)=O (4,5-dihydro-2-(2-phenylethyl)-6H-imidazo[4,5,1-ij]-quinolin-6-one), Cl.NO (hydroxylamine hydrochloride), N1=CC=CC=C1 (pyridine). Run in C(C)O (ethanol). Conditions: time 17 hour. Yields the product C1(=CC=CC=C1)CCC1=NC=2C=CC=C3C(CCN1C23)N (5,6-dihydro-2-(2-phenylethyl)-4H-imidazo[4,5,1-ij]quinolin-6-amine). As a reaction SMILES: [C:1]1([CH2:7][CH2:8][C:9]2[N:19]3[C:20]4[C:15]([C:16](=O)[CH2:17][CH2:18]3)=[CH:14][CH:13]=[CH:12][C:11]=4[N:10]=2)[CH:6]=[CH:5][CH:4]=[CH:3][CH:2]=1.Cl.NO.[N:25]1C=CC=CC=1>C(O)C>[C:1]1([CH2:7][CH2:8][C:9]2[N:19]3[C:20]4[C:15]([CH:16]([NH2:25])[CH2:17][CH2:18]3)=[CH:14][CH:13]=[CH:12][C:11]=4[N:10]=2)[CH:6]=[CH:5][CH:4]=[CH:3][CH:2]=1 |f:1.2|. Procedure details: A portion (16 g) of 4,5-dihydro-2-(2-phenylethyl)-6H-imidazo[4,5,1-ij]quinolin-6-one obtained in Example 1 was suspended in ethanol (160 mL) and hydroxylamine hydrochloride (8.06 g) and pyridine (14.1 mL) were added; following stirring for 17 hrs at room temperature, the precipitating crystals were collected by filtration and washed successively with ethanol and ether to yield the titled compound as colorless crystals (12.0 g). Starting materials: O (water), C([O-])([O-])=O.[K+].[K+] (potassium carbonate), O1CCOC12CCCCC2 (1,4-dioxa-spiro[4,5]decane), C([O-])([O-])=O.[K+].[K+] (potassium carbonate), O1CCOC12CCCCC2 (1,4-dioxa-spiro[4,5]decan), C(C1=CC=CC=C1)N1C=NC2=CC(=C(C=C2C1=O)O)OC (3-benzyl-3,4-dihydro-4-oxo-6-hydroxy-7-methoxy-quinazoline). Run in CN(C=O)C (N,N-dimethylformamide). Reaction conditions: temperature 80 celsius, time 18 hour. The product is C(C1=CC=CC=C1)N1C=NC2=CC(=C(C=C2C1=O)OC1CCC2(OCCO2)CC1)OC (3-benzyl-3,4-dihydro-4-oxo-6-(1,4-dioxa-spiro[4,5]decan-8-yl-oxy)-7-methoxy-quinazoline). As a reaction SMILES: C(=O)([O-])[O-].[K+].[K+].[O:7]1[C:11]2([CH2:16][CH2:15][CH2:14][CH2:13][CH2:12]2)[O:10][CH2:9][CH2:8]1.[CH2:17]([N:24]1[C:33](=[O:34])[C:32]2[C:27](=[CH:28][C:29]([O:36][CH3:37])=[C:30]([OH:35])[CH:31]=2)[N:26]=[CH:25]1)[C:18]1[CH:23]=[CH:22][CH:21]=[CH:20][CH:19]=1.O>CN(C)C=O>[CH2:17]([N:24]1[C:33](=[O:34])[C:32]2[C:27](=[CH:28][C:29]([O:36][CH3:37])=[C:30]([O:35][CH:14]3[CH2:15][CH2:16][C:11]4([O:10][CH2:9][CH2:8][O:7]4)[CH2:12][CH2:13]3)[CH:31]=2)[N:26]=[CH:25]1)[C:18]1[CH:19]=[CH:20][CH:21]=[CH:22][CH:23]=1 |f:0.1.2|. Procedure details: At 50° C. 16.0 g potassium carbonate and 20.0 g of 8-methanesulphonyloxy-(1,4-dioxa-spiro[4,5]decan are added to 20.0 g 3-benzyl-3,4-dihydro-4-oxo-6-hydroxy-7-methoxy-quinazoline in 150 ml N,N-dimethylformamide and the mixture is vigorously stirred for 18 hours at 80° C. To complete the reaction potassium carbonate and 8-methanesulphonyloxy-(1,4-dioxa-spiro[4,5]decane are each added three times more and in each case the mixture is stirred for several hours at 80° C. The reaction mixture is coole... Starting materials: CCOC(C)=O, CCOC(=O)C(CN)c1ccc(OC)c(OC)c1, CCCCCC, CN(C)C=O, CCOC(C)=O, CCC(C)Oc1cccc(CC(=O)O)c1, CCN(C(C)C)C(C)C, Cl. The product is CCOC(=O)C(CNC(=O)Cc1cccc(OC(C)CC)c1)c1ccc(OC)c(OC)c1. RXN SMILES: [C:50]([O:51][CH2:52][CH3:53])(=[O:54])[CH3:55].[CH2:2]([CH3:3])[O:4][C:5]([CH:6]([CH2:7][NH2:8])[c:9]1[cH:10][c:11]([O:17][CH3:18])[c:12]([O:15][CH3:16])[cH:13][cH:14]1)=[O:19].[CH3:44][CH2:45][CH2:46][CH2:47][CH2:48][CH3:49].[CH3:56][N:57]([CH3:58])[CH:59]=[O:60].[CH3:61][CH2:62][O:63][C:64](=[O:65])[CH3:66].[CH:20]([CH3:21])([CH2:22][CH3:23])[O:24][c:25]1[cH:26][c:27]([CH2:31][C:32](=[O:33])[OH:34])[cH:28][cH:29][cH:30]1.[CH:35]([N:36]([CH:37]([CH3:38])[CH3:39])[CH2:40][CH3:41])([CH3:42])[CH3:43].[ClH:1]>>[CH2:2]([CH3:3])[O:4][C:5]([CH:6]([CH2:7][NH:8][C:32]([CH2:31][c:27]1[cH:26][c:25]([O:24][CH:20]([CH3:21])[CH2:22][CH3:23])[cH:30][cH:29][cH:28]1)=[O:33])[c:9]1[cH:10][c:11]([O:17][CH3:18])[c:12]([O:15][CH3:16])[cH:13][cH:14]1)=[O:19].